This data is from the Open Reaction Database (ORD), a public repository of structured organic reaction records. The task is: describe an organic reaction: reactants, conditions, products, and yield Starting materials: COc1ccc(N2CCOCC2)c2sc(NC(=O)c3ccnc(Br)c3)nc12, CCCCS, [H-], [Na+], C1COCCO1, CN(C)C=O. The product is CCCCSc1cc(C(=O)Nc2nc3c(OC)ccc(N4CCOCC4)c3s2)ccn1. As a reaction SMILES: [Br:1][c:2]1[cH:3][c:4]([C:5](=[O:6])[NH:7][c:8]2[s:9][c:10]3[c:11]([n:12]2)[c:13]([O:23][CH3:24])[cH:14][cH:15][c:16]3[N:17]2[CH2:18][CH2:19][O:20][CH2:21][CH2:22]2)[cH:25][cH:26][n:27]1.[CH2:30]([CH2:31][CH2:32][CH3:33])[SH:34].[H-:28].[Na+:29].[O:35]1[CH2:36][CH2:37][O:38][CH2:39][CH2:40]1.[O:41]=[CH:42][N:43]([CH3:44])[CH3:45]>>[c:2]1([S:34][CH2:30][CH2:31][CH2:32][CH3:33])[cH:3][c:4]([C:5](=[O:6])[NH:7][c:8]2[s:9][c:10]3[c:11]([n:12]2)[c:13]([O:23][CH3:24])[cH:14][cH:15][c:16]3[N:17]2[CH2:18][CH2:19][O:20][CH2:21][CH2:22]2)[cH:25][cH:26][n:27]1. Starting materials: CN(C)CCN(C)C, CCOCC, [Li]C(C)CC, CCOC(=O)Cl, CC(C)(C)OC(=O)N1CCc2ccccc21, O. Yields the product CCOC(=O)c1cccc2c1N(C(=O)OC(C)(C)C)CC2. Reaction SMILES: [CH3:22][N:23]([CH3:24])[CH2:25][CH2:26][N:27]([CH3:28])[CH3:29].[CH3:36][CH2:37][O:38][CH2:39][CH3:40].[CH:1]([Li:2])([CH2:3][CH3:4])[CH3:5].[Cl:30][C:31](=[O:32])[O:33][CH2:34][CH3:35].[N:6]1([C:15](=[O:16])[O:17][C:18]([CH3:19])([CH3:20])[CH3:21])[CH2:7][CH2:8][c:9]2[cH:10][cH:11][cH:12][cH:13][c:14]21.[OH2:41]>>[N:6]1([C:15](=[O:16])[O:17][C:18]([CH3:19])([CH3:20])[CH3:21])[CH2:7][CH2:8][c:9]2[cH:10][cH:11][cH:12][c:13]([C:31](=[O:32])[O:33][CH2:34][CH3:35])[c:14]21.